Dataset: the Open Reaction Database (ORD), a public repository of structured organic reaction records. Task: describe an organic reaction: reactants, conditions, products, and yield The reactants are BrCCOC1=C(C=C(C=C1)Cl)Cl (β-bromo-2,4-dichlorophenetole), NC1=CC=C(C(=O)OCC)C=C1 (ethyl 4-aminobenzoate). Solvent: CN(P(=O)(N(C)C)N(C)C)C (hexamethylphosphoramide), O (water). The product is ClC1=C(OCCNC2=CC=C(C(=O)OCC)C=C2)C=CC(=C1)Cl (Ethyl p-{[2-(2,4-dichlorophenoxy)ethyl]amino}benzoate). RXN SMILES: Br[CH2:2][CH2:3][O:4][C:5]1[CH:10]=[CH:9][C:8]([Cl:11])=[CH:7][C:6]=1[Cl:12].[NH2:13][C:14]1[CH:24]=[CH:23][C:17]([C:18]([O:20][CH2:21][CH3:22])=[O:19])=[CH:16][CH:15]=1>CN(C)P(N(C)C)(N(C)C)=O.O>[Cl:12][C:6]1[CH:7]=[C:8]([Cl:11])[CH:9]=[CH:10][C:5]=1[O:4][CH2:3][CH2:2][NH:13][C:14]1[CH:15]=[CH:16][C:17]([C:18]([O:20][CH2:21][CH3:22])=[O:19])=[CH:23][CH:24]=1. Procedure details: A solution of 22.8 g of β-bromo-2,4-dichlorophenetole and 29.8 g of ethyl 4-aminobenzoate in 100 ml of hexamethylphosphoramide is heated at 125° C. for 16 hours. The solution is chilled, diluted with water (80 ml) and filtered. The solid is washed with 50% ethanol to give the product. Recrystallization from ethanol gives crystals, mp 111°-113° C. Starting materials: FC1(CCN(CC1)C[C@@H]1N(CCN(C1)S(=O)(=O)C=1SC=CC1)C1=CC=C(C=C1)[C@@](C(F)(F)F)(C)O)F ((2R)-2-(4-((2S)-2-((4,4-difluoro-1-piperidinyl)methyl)-4-(2-thiophenylsulfonyl)-1-piperazinyl)phenyl)-1,1,1-trifluoro-2-propanol), C=1N=C(C2=C(N1)N(C=N2)[C@H]3[C@@H]([C@@H]([C@H](O3)COP(=O)(O)OP(=O)(O)OC[C@@H]4[C@H]([C@H]([C@@H](O4)N5C=CCC(=C5)C(=O)N)O)O)O)OP(=O)(O)O)N (NADPH), FC1(CCN(CC1)C[C@H]1N(CCN(C1)S(=O)(=O)C=1SC=CC1)C1=CC=C(C=C1)[C@](C(F)(F)F)(C)O)F ((2S)-2-(4-((2R)-2-((4,4-difluoro-1-piperidinyl)methyl)-4-(2-thiophenylsulfonyl)-1-piperazinyl)phenyl)-1,1,1-trifluoro-2-propanol), FC1(CCN(CC1)C[C@@H]1N(CCN(C1)S(=O)(=O)C=1SC=CC1)C1=CC=C(C=C1)[C@](C(F)(F)F)(C)O)F ((2S)-2-(4-((2S)-2-((4,4-difluoro-1-piperidinyl)methyl)-4-(2-thiophenylsulfonyl)-1-piperazinyl)phenyl)-1,1,1-trifluoro-2-propanol). Yields the product FC1(CCN(CC1)C[C@H]1N(CCN(C1)S(=O)(=O)C=1SC=CC1)C1=CC=C(C=C1)[C@@](C(F)(F)F)(C)O)F ((2R)-2-(4-((2R)-2-((4,4-difluoro-1-piperidinyl)methyl)-4-(2-thiophenylsulfonyl)-1-piperazinyl)phenyl)-1,1,1-trifluoro-2-propanol). RXN SMILES: [F:1][C:2]1([F:36])[CH2:7][CH2:6][N:5]([CH2:8][C@H:9]2[CH2:14][N:13]([S:15]([C:18]3[S:19][CH:20]=[CH:21][CH:22]=3)(=[O:17])=[O:16])[CH2:12][CH2:11][N:10]2[C:23]2[CH:28]=[CH:27][C:26]([C@:29]([OH:35])([CH3:34])[C:30]([F:33])([F:32])[F:31])=[CH:25][CH:24]=2)[CH2:4][CH2:3]1.FC1(F)CCN(C[C@@H]2CN(S(C3SC=CC=3)(=O)=O)CCN2C2C=CC([C@@](O)(C)C(F)(F)F)=CC=2)CC1.FC1(F)CCN(C[C@H]2CN(S(C3SC=CC=3)(=O)=O)CCN2C2C=CC([C@@](O)(C)C(F)(F)F)=CC=2)CC1.C1N=C(N)C2N=CN([C@@H]3O[C@H](COP(OP(OC[C@H]4O[C@@H](N5C=C(C(N)=O)CC=C5)[C@H](O)[C@@H]4O)(O)=O)(O)=O)[C@@H](O)[C@H]3OP(O)(O)=O)C=2N=1>>[F:36][C:2]1([F:1])[CH2:3][CH2:4][N:5]([CH2:8][C@@H:9]2[CH2:14][N:13]([S:15]([C:18]3[S:19][CH:20]=[CH:21][CH:22]=3)(=[O:16])=[O:17])[CH2:12][CH2:11][N:10]2[C:23]2[CH:28]=[CH:27][C:26]([C@:29]([OH:35])([CH3:34])[C:30]([F:31])([F:33])[F:32])=[CH:25][CH:24]=2)[CH2:6][CH2:7]1. Reported procedure: (2R)-2-(4-((2S)-2-((4,4-difluoro-1-piperidinyl)methyl)-4-(2-thiophenylsulfonyl)-1-piperazinyl)phenyl)-1,1,1-trifluoro-2-propanol; (2S)-2-(4-((2R)-2-((4,4-difluoro-1-piperidinyl)methyl)-4-(2-thiophenylsulfonyl)-1-piperazinyl)phenyl)-1,1,1-trifluoro-2-propanol; (2S)-2-(4-((2S)-2-((4,4-difluoro-1-piperidinyl)methyl)-4-(2-thiophenylsulfonyl)-1-piperazinyl)phenyl)-1,1,1-trifluoro-2-propanol. 1H NMR (400 MHz, DMSO-d6) δ 8.08-8.06 (dd, J=5.1, 1.1 Hz, 1H), 7.70-7.68 (dd, J=3.7, 1.1 Hz, 1H), 7.38-7.34 (d... The reactants are NC1=C(C=C(C=C1)[N+](=O)[O-])S(=O)(=O)N (2-amino-5-nitrobenzenesulfonamide), C(=S)(N1C=NC=C1)N1C=NC=C1 (thiocarbonyidiimidazole). Solvent: O1CCOCC1 (dioxane). Yields the product [NH+]1=CNC=C1.N1(C=NC=C1)C1=NS(C2=C(N1)C=CC(=C2)[N+](=O)[O-])(=O)=O (3-(Imidazol-1-yl)-7-nitro-4H-1,2,4-benzothiadiazine 1,1-dioxide imidazolium salt). Yield: 68.3%. Reaction SMILES: NC1C=[CH:6][C:5]([N+:8]([O-:10])=[O:9])=[CH:4][C:3]=1[S:11]([NH2:14])(=[O:13])=[O:12].[C:15]([N:22]1[CH:26]=[CH:25][N:24]=[CH:23]1)([N:17]1[CH:21]=[CH:20][N:19]=[CH:18]1)=S>O1CCOCC1>[NH+:17]1[CH:21]=[CH:20][NH:19][CH:18]=1.[N:22]1([C:15]2[NH:17][C:21]3[CH:20]=[CH:6][C:5]([N+:8]([O-:10])=[O:9])=[CH:4][C:3]=3[S:11](=[O:13])(=[O:12])[N:14]=2)[CH:26]=[CH:25][N:24]=[CH:23]1 |f:3.4|. Procedure details: To a hot solution of 2-amino-5-nitrobenzenesulfonamide (5 g) in dioxane (150 mL) was added thiocarbonyidiimidazole (14 g) and the reaction mixture was refluxed for 5 h. After cooling, the precipitate of the title compound was collected by filtration, washed with dioxane and dried to give the title compound (yield 5.7 g ); m.p. 246-248° C. As a reaction SMILES: [CH3:1][O:2][C:3](=[O:4])[CH:5]1[CH2:6][CH2:7][CH:8]([c:11]2[n:12][c:13](-[c:21]3[cH:22][c:23]([O:27][CH2:28][c:29]4[cH:30][cH:31][cH:32][cH:33][cH:34]4)[cH:24][cH:25][cH:26]3)[c:14]3[n:15]2[cH:16][cH:17][n:18][c:19]3[NH2:20])[CH2:9][CH2:10]1.[ClH:35].[O:36]1[CH2:37][CH2:38][O:39][CH2:40][CH2:41]1>>[CH3:1][O:2][C:3](=[O:4])[CH:5]1[CH2:6][CH2:7][CH:8]([c:11]2[n:12][c:13](-[c:21]3[cH:22][c:23]([OH:27])[cH:24][cH:25][cH:26]3)[c:14]3[n:15]2[cH:16][cH:17][n:18][c:19]3[NH2:20])[CH2:9][CH2:10]1. The product is COC(=O)C1CCC(c2nc(-c3cccc(O)c3)c3c(N)nccn23)CC1. Reactants: COC(=O)C1CCC(c2nc(-c3cccc(OCc4ccccc4)c3)c3c(N)nccn23)CC1, Cl, C1COCCO1. The reactants are [Si](C)(C)(C(C)(C)C)OCCC=1C=C2C=CC(=CC2=CC1)C=1C=NC=NC1 (5-[6-(2-{[tert-butyl(dimethyl)silyl]oxy}ethyl)-2-naphthyl]pyrimidine), CCCC[N+](CCCC)(CCCC)CCCC.[F-] (TBAF), O (H2O). Solvent: C1CCOC1 (THF). The product is N1=CN=CC(=C1)C=1C=C2C=CC(=CC2=CC1)CCO (2-[6-(5-pyrimidinyl)-2-naphthyl]ethanol). The yield is 83.0%. Reaction SMILES: [Si]([O:8][CH2:9][CH2:10][C:11]1[CH:12]=[C:13]2[C:18](=[CH:19][CH:20]=1)[CH:17]=[C:16]([C:21]1[CH:22]=[N:23][CH:24]=[N:25][CH:26]=1)[CH:15]=[CH:14]2)(C(C)(C)C)(C)C.CCCC[N+](CCCC)(CCCC)CCCC.[F-].O>C1COCC1>[N:23]1[CH:22]=[C:21]([C:16]2[CH:17]=[C:18]3[C:13](=[CH:14][CH:15]=2)[CH:12]=[C:11]([CH2:10][CH2:9][OH:8])[CH:20]=[CH:19]3)[CH:26]=[N:25][CH:24]=1 |f:1.2|. Reported procedure: A solution of the product from Example 26C (56 mg, 0.154 mmol) and TBAF.H2O (48 mg, 0.184 mmol, 1.2 equiv.) in THF (3 mL) was stirred at room temperature under a dry nitrogen atmosphere for 30 min. The mixture was then partitioned between ethyl acetate and saturated aqueous Na2CO3. The organic layer was washed with brine then dried (MgSO4) and filtered. The filtrate was concentrated under reduced pressure to give the title compound as an off-white solid (32 mg, 83% yield) which was used in the n... Procedure: To a solution of 2-bromo-N-methylaniline (2.07 g, 11.22 mmol), in dichloroethane (45 mL) was added acetone (1.31 g, 22.5 mmol), AcOH (4.04 g, 67.32 mmol) and Na(OAc)3BH (7.14 g, 33.66 mmol) sequentially at RT. The mixture was stirred for 72 h. The reaction was cooled with ice bath, and 2M NaOH (100 mL) was added slowly, then stirred for 5 min. The organic layer was separated, washed with brine dried and solvent removed. The crude product contained a mixture of 2:1 ratio of Compound 219 and start... Yields the product BrC1=C(N(C)C(C)C)C=CC=C1 (2-Bromo-N-isopropyl-N-methylaniline). Run in ClC(C)Cl (dichloroethane). Reaction conditions: time 72 hour. RXN SMILES: [Br:1][C:2]1[CH:9]=[CH:8][CH:7]=[CH:6][C:3]=1[NH:4][CH3:5].[CH3:10][C:11]([CH3:13])=O.CC(O)=O.[BH-](OC(C)=O)(OC(C)=O)OC(C)=O.[Na+].[OH-].[Na+]>ClC(Cl)C>[Br:1][C:2]1[CH:9]=[CH:8][CH:7]=[CH:6][C:3]=1[N:4]([CH:11]([CH3:13])[CH3:10])[CH3:5] |f:3.4,5.6|. Reactants: [OH-].[Na+] (NaOH), BrC1=C(NC)C=CC=C1 (2-bromo-N-methylaniline), CC(=O)C (acetone), CC(=O)O (AcOH), [BH-](OC(=O)C)(OC(=O)C)OC(=O)C.[Na+] (Na(OAc)3BH). The reactants are ClCCl, CCN(CC)CCO, CCOCC, O=C(Cl)c1ccc(CCN2CCN(Cc3ccccc3Cl)CC2)cc1, Cl, Cl. Yields the product CCN(CC)CCOC(=O)c1ccc(CCN2CCN(Cc3ccccc3Cl)CC2)cc1. As a reaction SMILES: [CH2:28]([Cl:29])[Cl:30].[CH2:31]([CH3:32])[N:33]([CH2:34][CH2:35][OH:36])[CH2:37][CH3:38].[CH3:39][CH2:40][O:41][CH2:42][CH3:43].[Cl:3][c:4]1[c:5]([CH2:6][N:7]2[CH2:8][CH2:9][N:10]([CH2:13][CH2:14][c:15]3[cH:16][cH:17][c:18]([C:19](=[O:20])[Cl:21])[cH:22][cH:23]3)[CH2:11][CH2:12]2)[cH:24][cH:25][cH:26][cH:27]1.[ClH:1].[ClH:2]>>[Cl:3][c:4]1[c:5]([CH2:6][N:7]2[CH2:8][CH2:9][N:10]([CH2:13][CH2:14][c:15]3[cH:16][cH:17][c:18]([C:19](=[O:20])[O:36][CH2:35][CH2:34][N:33]([CH2:31][CH3:32])[CH2:37][CH3:38])[cH:22][cH:23]3)[CH2:11][CH2:12]2)[cH:24][cH:25][cH:26][cH:27]1. Reactants: C(#N)[C@H](CC1=CC=C(C=C1)I)NC(OC(C)(C)C)=O ((S)-tert-Butyl 1-cyano-2-(4-iodophenyl)ethylcarbamate). The solvent is C(=O)O (formic acid). Run at temperature 50 celsius. Yields the product N[C@H](C#N)CC1=CC=C(C=C1)I ((S)-2-amino-3-(4-iodophenyl)propanenitrile). The yield is 87.9%. As a reaction SMILES: [C:1]([C@@H:3]([NH:12]C(=O)OC(C)(C)C)[CH2:4][C:5]1[CH:10]=[CH:9][C:8]([I:11])=[CH:7][CH:6]=1)#[N:2]>C(O)=O>[NH2:12][C@@H:3]([CH2:4][C:5]1[CH:6]=[CH:7][C:8]([I:11])=[CH:9][CH:10]=1)[C:1]#[N:2]. Reported procedure: (S)-tert-Butyl 1-cyano-2-(4-iodophenyl)ethylcarbamate (1.4 g) and formic acid (3 mL) were combined and heated at 50° C. for 10 min. Solvent was removed in vacuo and crude material was loaded onto an SCX cartridge. Non-basic impurities were washed off with methanol, then product was eluted with 10% ammonia in methanol. Solvent was removed in vacuo to give (S)-2-amino-3-(4-iodophenyl)propanenitrile (0.900 g). Starting materials: ClC1=C(N=NC(=C1)OC)OC (4-chloro-3,6-dimethoxy-pyridazine), C(=O)OCC (ethyl formate), C(CCC)[Li] (n-butyllithium), CC1C(N(CCC1)C)(C)C (Tetramethylpiperidine), [NH4+].[Cl-] (NH4Cl). Run in C1CCOC1 (THF), C1CCOC1 (THF). Conditions: temperature 0 celsius, time 20 minute. Yields the product ClC=1C(=C(N=NC1OC)OC)C=O (5-Chloro-3,6-dimethoxy-pyridazine-4-carbaldehyde). Reaction SMILES: C([Li])CCC.CC1CCCN(C)C1(C)C.[Cl:16][C:17]1[CH:22]=[C:21]([O:23][CH3:24])[N:20]=[N:19][C:18]=1[O:25][CH3:26].[CH:27](OCC)=[O:28].[NH4+].[Cl-]>C1COCC1>[Cl:16][C:17]1[C:22]([CH:27]=[O:28])=[C:21]([O:23][CH3:24])[N:20]=[N:19][C:18]=1[O:25][CH3:26] |f:4.5|. Reported procedure: A solution of n-butyllithium (1.6 M in hexanes, 0.39 mL, 0.63 mmol) was added to a cold solution of THF (10 mL) at −78° C. Tetramethylpiperidine (0.11 L, 0.63 mmol) was introduced and the solution was warmed to 0° C. and kept at this temperature for 20 min; it is then cooled to −78° C. A solution of 4-chloro-3,6-dimethoxy-pyridazine (100 mg, 0.57 mmol) in 20 THF (5 mL) was added slowly and the mixture was stirred at −78° C. After stirring for 45 min at −78° C., ethyl formate (0.07 mL, 0.86 mmol)...